Task: describe an organic reaction: reactants, conditions, products, and yield. Dataset: the Open Reaction Database (ORD), a public repository of structured organic reaction records Starting materials: BrC1=C(C(=C(C(=C1)OC)OC)F)Br (1,2-dibromo-3-fluoro-4,5-dimethoxybenzene), C(#N)[Cu] (CuCN), [C-]#N.[Na+] (sodium cyanide). The solvent is CN(C=O)C (dimethylformamide), O (water). The product is FC1=C(C(C#N)=CC(=C1OC)OC)C#N (3-Fluoro-4,5-dimethoxyphthalonitrile), crystals. Isolated yield 46.0%. Reaction SMILES: Br[C:2]1[CH:7]=[C:6]([O:8][CH3:9])[C:5]([O:10][CH3:11])=[C:4]([F:12])[C:3]=1Br.[C:14]([Cu])#[N:15].[C-:17]#[N:18].[Na+]>CN(C)C=O.O>[F:12][C:4]1[C:5]([O:10][CH3:11])=[C:6]([O:8][CH3:9])[CH:7]=[C:2]([C:17]#[N:18])[C:3]=1[C:14]#[N:15] |f:2.3|. Reported procedure: After dissolving the 1,2-dibromo-3-fluoro-4,5-dimethoxybenzene (40 g, 0.127 mol) in dimethylformamide (300 ml), CuCN (34.1 g, 0.381 mol) was added at room temperature while stirring and the mixture was stirred at 150° C. for 4 hours. After cooling on ice, a solution of sodium cyanide (44 g) in water (600 ml) was added and the mixture was stirred at room temperature for 10 minutes, after which extraction was performed with ethyl acetate (500 ml×3) and then after washing the combined organic layer... Starting materials: COCC(OC=1C=C(C=C2C=C(NC12)C(N)=S)OC1=NC=C(C=C1)S(=O)(=O)C)COC (7-[2-methoxy-1-(methoxymethyl)ethoxy]-5-{[5-(methylsulfonyl)pyridin-2-yl]oxy}-1H-indole-2-carbothioamide), C(C#CC)(=O)OCC (ethyl 2-butynoate), C(CCC)P(CCCC)CCCC (tributylphosphine), O1CCCC1 (tetrahydrofuran). Solvent: C1(=CC=CC=C1)C (toluene). Run at temperature 50 celsius, time 13 hour. Yields the product COCC(OC=1C=C(C=C2C=C(NC12)C=1SC(CN1)CC(=O)OCC)OC1=NC=C(C=C1)S(=O)(=O)C)COC (Ethyl [2-(7-[2-methoxy-1-(methoxymethyl)ethoxy]-5-{[5-(methylsulfonyl)pyridin-2-yl]oxy}-1H-indol-2-yl)-4,5-dihydro-1,3-thiazol-5-yl]acetate). Isolated yield 55.0%. As a reaction SMILES: [CH3:1][O:2][CH2:3][CH:4]([CH2:29][O:30][CH3:31])[O:5][C:6]1[CH:7]=[C:8]([O:18][C:19]2[CH:24]=[CH:23][C:22]([S:25]([CH3:28])(=[O:27])=[O:26])=[CH:21][N:20]=2)[CH:9]=[C:10]2[C:14]=1[NH:13][C:12]([C:15](=[S:17])[NH2:16])=[CH:11]2.[C:32]([O:37][CH2:38][CH3:39])(=[O:36])[C:33]#[C:34][CH3:35].C(P(CCCC)CCCC)CCC.O1CCCC1>C1(C)C=CC=CC=1>[CH3:1][O:2][CH2:3][CH:4]([CH2:29][O:30][CH3:31])[O:5][C:6]1[CH:7]=[C:8]([O:18][C:19]2[CH:24]=[CH:23][C:22]([S:25]([CH3:28])(=[O:26])=[O:27])=[CH:21][N:20]=2)[CH:9]=[C:10]2[C:14]=1[NH:13][C:12]([C:15]1[S:17][CH:34]([CH2:33][C:32]([O:37][CH2:38][CH3:39])=[O:36])[CH2:35][N:16]=1)=[CH:11]2. Procedure details: A mixture of 7-[2-methoxy-1-(methoxymethyl)ethoxy]-5-{[5-(methylsulfonyl)pyridin-2-yl]oxy}-1H-indole-2-carbothioamide (1.69 g), ethyl 2-butynoate (0.84 mL), tributylphosphine (0.9 mL), tetrahydrofuran (20 mL) and toluene (30 mL) was stirred at 50° C. for 13 h. The mixture was concentrated under reduced pressure and the residue was purified by silica gel column chromatography (methanol/ethyl acetate/hexane=0/20/80 to 5/95/0, volume ratio), followed by basic silica gel column chromatography (ethyl... Reactants: C(C)(C)(C)OC(NC1=C(C=C(C(=C1)OCC(F)(F)F)C(F)(F)F)N)=O ([2-amino-5-(2,2,2-trifluoro-ethoxy)-4-trifluoromethyl-phenyl]-carbamic acid tert-butyl ester), C(C)(C)(C)OC(CC(=O)C1=CC(=CC=C1)C1=CC(=NC=C1)C1CC1)=O (3-[3-(2-cyclopropyl-pyridin-4-yl)-phenyl]-3-oxo-propionic acid tert-butyl ester). Product: C(C)(C)(C)OC(NC1=C(C=C(C(=C1)OCC(F)(F)F)C(F)(F)F)NC(CC(=O)C1=CC(=CC=C1)C1=CC(=NC=C1)C1CC1)=O)=O ([2-{3-[3-(2-Cyclopropyl-pyridin-4-yl)-phenyl]-3-oxo-propionylamino}-5-(2,2,2-trifluoro-ethoxy)-4-trifluoromethyl-phenyl]-carbamic acid tert-butyl ester). As a reaction SMILES: [C:1]([O:5][C:6](=[O:25])[NH:7][C:8]1[CH:13]=[C:12]([O:14][CH2:15][C:16]([F:19])([F:18])[F:17])[C:11]([C:20]([F:23])([F:22])[F:21])=[CH:10][C:9]=1[NH2:24])([CH3:4])([CH3:3])[CH3:2].C([O:30][C:31](=O)[CH2:32][C:33]([C:35]1[CH:40]=[CH:39][CH:38]=[C:37]([C:41]2[CH:46]=[CH:45][N:44]=[C:43]([CH:47]3[CH2:49][CH2:48]3)[CH:42]=2)[CH:36]=1)=[O:34])(C)(C)C>>[C:1]([O:5][C:6](=[O:25])[NH:7][C:8]1[CH:13]=[C:12]([O:14][CH2:15][C:16]([F:18])([F:17])[F:19])[C:11]([C:20]([F:22])([F:23])[F:21])=[CH:10][C:9]=1[NH:24][C:31](=[O:30])[CH2:32][C:33]([C:35]1[CH:40]=[CH:39][CH:38]=[C:37]([C:41]2[CH:46]=[CH:45][N:44]=[C:43]([CH:47]3[CH2:48][CH2:49]3)[CH:42]=2)[CH:36]=1)=[O:34])([CH3:4])([CH3:2])[CH3:3]. Reported procedure: The title compound was prepared [2-amino-5-(2,2,2-trifluoro-ethoxy)-4-trifluoromethyl-phenyl]-carbamic acid tert-butyl ester (Example J6) (281 mg, 0.75 mmol) and 3-[3-(2-cyclopropyl-pyridin-4-yl)-phenyl]-3-oxo-propionic acid tert-butyl ester (Example K60) (253 mg, 0.75 mmol) according to the general procedure M. Obtained as an amorphous off-white substance (391 mg, 82%). Reactants: diamine, NC1=C(C(=CC(=C1)C(C)(C)C)N)C (2,6-diamino-4-t-butyltoluene). Solvent: C1(=CC=CC=C1)C (toluene), C1(=CC=CC=C1)C (toluene). The product is C=C(C)C (isobutene), C(C)(C)(C)C1=CC=C(C=C1)C (p-t-butyltoluene). As a reaction SMILES: N[C:2]1[CH:7]=[C:6]([C:8]([CH3:11])([CH3:10])[CH3:9])[CH:5]=[C:4](N)[C:3]=1[CH3:13]>C1(C)C=CC=CC=1>[CH2:2]=[C:3]([CH3:13])[CH3:4].[C:8]([C:6]1[CH:5]=[CH:4][C:3]([CH3:13])=[CH:2][CH:7]=1)([CH3:11])([CH3:10])[CH3:9]. Procedure: The diamine, 2,6-diamino-4-t-butyltoluene, was prepared from toluene. Alkylation of toluene with isobutene gave p-t-butyltoluene which was then nitrated to give 2,6-dinitro-4-t-butyltoluene. Reduction of the dinitro compound produced the diamine. Reactants: O=C([O-])[O-], C1CCOC1, C=C1CN(S(=O)(=O)c2ccccc2[N+](=O)[O-])CCN(S(C)(=O)=O)c2nc3oc(-c4ccc(F)cc4)c(C(=O)NC)c3cc21, [Cs+], [Cs+]. The product is C=C1CNCCN(S(C)(=O)=O)c2nc3oc(-c4ccc(F)cc4)c(C(=O)NC)c3cc21. As a reaction SMILES: [C:44](=[O:45])([O-:46])[O-:47].[CH2:50]1[O:51][CH2:52][CH2:53][CH2:54]1.[CH3:1][NH:2][C:3](=[O:4])[c:5]1[c:6](-[c:37]2[cH:38][cH:39][c:40]([F:43])[cH:41][cH:42]2)[o:7][c:8]2[n:9][c:10]3[c:11]([cH:12][c:13]12)[C:14](=[CH2:36])[CH2:15][N:16]([S:24]([c:25]1[cH:26][cH:27][cH:28][cH:29][c:30]1[N+:31]([O-:32])=[O:33])(=[O:34])=[O:35])[CH2:17][CH2:18][N:19]3[S:20](=[O:21])(=[O:22])[CH3:23].[Cs+:48].[Cs+:49]>>[CH3:1][NH:2][C:3](=[O:4])[c:5]1[c:6](-[c:37]2[cH:38][cH:39][c:40]([F:43])[cH:41][cH:42]2)[o:7][c:8]2[n:9][c:10]3[c:11]([cH:12][c:13]12)[C:14](=[CH2:36])[CH2:15][NH:16][CH2:17][CH2:18][N:19]3[S:20](=[O:21])(=[O:22])[CH3:23]. Starting materials: C(C)(C)(C)OC(CC=1C=NC(=CC1CC)N1N=NN=C1)=O (tert-butyl[4-ethyl-6-(1H-tetrazol-1-yl)pyridin-3-yl]acetate), C1(=CC=CC=C1)SC (thioanisole), C(=O)(C(F)(F)F)O (TFA). Solvent: C(Cl)Cl (DCM). Conditions: time 8 hour. The product is C(C)C1=C(C=NC(=C1)N1N=NN=C1)CC(=O)O ([4-ethyl-6-(1H-tetrazol-1-yl)pyridin-3-yl]acetic acid). As a reaction SMILES: C([O:5][C:6](=[O:21])[CH2:7][C:8]1[CH:9]=[N:10][C:11]([N:16]2[CH:20]=[N:19][N:18]=[N:17]2)=[CH:12][C:13]=1[CH2:14][CH3:15])(C)(C)C.C1(SC)C=CC=CC=1.C(O)(C(F)(F)F)=O>C(Cl)Cl>[CH2:14]([C:13]1[CH:12]=[C:11]([N:16]2[CH:20]=[N:19][N:18]=[N:17]2)[N:10]=[CH:9][C:8]=1[CH2:7][C:6]([OH:21])=[O:5])[CH3:15]. Procedure: To a solution of tert-butyl[4-ethyl-6-(1H-tetrazol-1-yl)pyridin-3-yl]acetate (165 mg, 0.570 mmol) in DCM containing thioanisole (0.405 ml, 3.42 mmol) was added TFA (0.879 ml, 11.41 mmol) at 0° C. The mixture was stirred at RT overnight, concentrated. The residue was triturated with ether:hexane (1:1) to give [4-ethyl-6-(1H-tetrazol-1-yl)pyridin-3-yl]acetic acid: LC-MS: [(M+1]+=234.17.